From a dataset of the Open Reaction Database (ORD), a public repository of structured organic reaction records. describe an organic reaction: reactants, conditions, products, and yield The reactants are [H-].[Na+] (sodium hydride), C(C1=CC=CC=C1)C1=CC=C(C=C1)O (4-benzylphenol), BrCC#N (bromoacetonitrile). The solvent is O1CCCC1 (tetrahydrofuran). Reaction conditions: time 1 hour. Product: C(C1=CC=CC=C1)C1=CC=C(OCC#N)C=C1 ((4-benzylphenoxy)acetonitrile). Isolated yield 85.7%. Reaction SMILES: [CH2:1]([C:8]1[CH:13]=[CH:12][C:11]([OH:14])=[CH:10][CH:9]=1)[C:2]1[CH:7]=[CH:6][CH:5]=[CH:4][CH:3]=1.[H-].[Na+].Br[CH2:18][C:19]#[N:20]>O1CCCC1>[CH2:1]([C:8]1[CH:9]=[CH:10][C:11]([O:14][CH2:18][C:19]#[N:20])=[CH:12][CH:13]=1)[C:2]1[CH:3]=[CH:4][CH:5]=[CH:6][CH:7]=1 |f:1.2|. Procedure details: 18.4 g of 4-benzylphenol was dissolved in 100 ml of anhydrous tetrahydrofuran and 4.0 g of sodium hydride (60 % oil dispersion) was gradually added to the solution with ice cooling :n nitrogen stream. The solution was stirred for 1 hour at room temperature and 12.0 g of bromoacetonitrile was added thereto under ice cooling, followed by refluxing with heating for 3 hours. After being left for cooling, the reaction mixture was concentrated under reduced pressure and to the residue was added 100 ml... Reactants: C(C)OC(CCCCCC(C(=O)O)C(=O)O)=O (2-Carboxy-octanedioic acid 8-ethyl ester), NC=1C=CC=C2C=CC=NC12 (8-aminoquinoline), 63, C(CCl)Cl (EDC). Reagents/catalysts: CN(C)C=1C=CN=CC1 (DMAP). Run in C1CCOC1 (THF). Conditions: time 8 hour. Product: C(C)OC(CCCCCC(C(NC=1C=CC=C2C=CC=NC12)=O)C(NC=1C=CC=C2C=CC=NC12)=O)=O (7,7-Bis-(quinolin-8-ylcarbamoyl)-heptanoic acid ethyl ester). As a reaction SMILES: [CH2:1]([O:3][C:4](=[O:17])[CH2:5][CH2:6][CH2:7][CH2:8][CH2:9][CH:10]([C:14]([OH:16])=O)[C:11]([OH:13])=O)[CH3:2].[NH2:18][C:19]1[CH:20]=[CH:21][CH:22]=[C:23]2[C:28]=1[N:27]=[CH:26][CH:25]=[CH:24]2.[CH2:29](Cl)[CH2:30]Cl>CN(C1C=CN=CC=1)C.C1COCC1>[CH2:1]([O:3][C:4](=[O:17])[CH2:5][CH2:6][CH2:7][CH2:8][CH2:9][CH:10]([C:11](=[O:13])[NH:27][C:26]1[CH:25]=[CH:24][CH:23]=[C:30]2[C:29]=1[N:18]=[CH:19][CH:20]=[CH:21]2)[C:14](=[O:16])[NH:18][C:19]1[CH:20]=[CH:21][CH:22]=[C:23]2[C:28]=1[N:27]=[CH:26][CH:25]=[CH:24]2)[CH3:2]. Reported procedure: Diacid 62 (150 mg, 0.609 mmol), 8-aminoquinoline (211 mg, 1.462 mmol), and DMAP (5 mg) were dissolved in THF (6 mL). To this solution was added EDC (350 mg, 1.827 mmol) and the reaction allowed to proceed overnight. The mixture was concentrated under reduced pressure and the product purified by flash chromatography (40% EtOAc/hexanes). Evaporation of the combined product fractions left 63 as a light brown solid (100 mg, 0.201 mmol, 14%). 1H-NMR (400 MHz, DMSO-d6) δ 10.85 (s, 2H), 8.92 (dd, 2H), ... Reactants: ClC=1C=C2C(=NC1)N(C=C2C2=NC=C(C(=N2)NCC2CNCCC2)F)S(=O)(=O)C2=CC=C(C)C=C2 (2-(5-chloro-1-tosyl-1H-pyrrolo[2,3-b]pyridin-3-yl)-5-fluoro-N-(piperidin-3-ylmethyl)pyrimidin-4-amine), ClC=1C=C2C(=NC1)N(C=C2C2=NC=C(C(=N2)NCC2CNCCC2)F)S(=O)(=O)C2=CC=C(C)C=C2 (2-(5-chloro-1-tosyl-1H-pyrrolo[2,3-b]pyridin-3-yl)-5-fluoro-N-(piperidin-3-ylmethyl)pyrimidin-4-amine), CCN(C(C)C)C(C)C (iPr2NEt), COCCC(=O)Cl (3-methoxypropanoyl chloride). Run in C(Cl)Cl.CN(C)C=O (CH2Cl2 DMF). Run at time 12 hour. The product is ClC=1C=C2C(=NC1)NC=C2C2=NC=C(C(=N2)NC[C@@H]2CN(CCC2)C(CCOC)=O)F ((R)-1-(3-((2-(5-chloro-1H-pyrrolo[2,3-b]pyridin-3-yl)-5-fluoropyrimidin-4-ylamino)methyl)piperidin-1-yl)-3-methoxypropan-1-one). RXN SMILES: [Cl:1][C:2]1[CH:3]=[C:4]2[C:10]([C:11]3[N:16]=[C:15]([NH:17][CH2:18][CH:19]4[CH2:24][CH2:23][CH2:22][NH:21][CH2:20]4)[C:14]([F:25])=[CH:13][N:12]=3)=[CH:9][N:8](S(C3C=CC(C)=CC=3)(=O)=O)[C:5]2=[N:6][CH:7]=1.CCN(C(C)C)C(C)C.[CH3:45][O:46][CH2:47][CH2:48][C:49](Cl)=[O:50]>C(Cl)Cl.CN(C=O)C>[Cl:1][C:2]1[CH:3]=[C:4]2[C:10]([C:11]3[N:16]=[C:15]([NH:17][CH2:18][C@H:19]4[CH2:24][CH2:23][CH2:22][N:21]([C:49](=[O:50])[CH2:48][CH2:47][O:46][CH3:45])[CH2:20]4)[C:14]([F:25])=[CH:13][N:12]=3)=[CH:9][NH:8][C:5]2=[N:6][CH:7]=1 |f:3.4|. Procedure details: To a solution of 2-(5-chloro-1-tosyl-1H-pyrrolo[2,3-b]pyridin-3-yl)-5-fluoro-N-(piperidin-3-ylmethyl)pyrimidin-4-amine, 11c, (0.04 g, 0.11 mmol) in a 10:1 mixture of CH2Cl2/DMF (1 mL) was added iPr2NEt (0.058 mL, 0.33 mmol) and 3-methoxypropanoyl chloride (0.02 g, 0.17 mmol). After 12 hours, the solvent was concentrated in vacuo and the resulting crude was and the crude was purified by preparatory HPLC (0.1% TFA-H2O/acetonitrile) to afford the desired product, 327. Starting materials: CC(C)(C)OC(=O)NCCCC(=O)O, CCN=C=NCCCN(C)C, Cl, Cl, C1CCC2=NCCCN2CC1, NCc1cccc2c1CN(C1CCC(=O)NC1=O)C2=O, CN(C)C=O. The product is CC(C)(C)OC(=O)NCCCC(=O)NCc1cccc2c1CN(C1CCC(=O)NC1=O)C2=O. Reaction SMILES: [C:33](=[O:34])([O:35][C:36]([CH3:37])([CH3:38])[CH3:39])[NH:40][CH2:41][CH2:42][CH2:43][C:44](=[O:45])[OH:46].[CH3:48][N:49]([CH3:50])[CH2:51][CH2:52][CH2:53][N:54]=[C:55]=[N:56][CH2:57][CH3:58].[ClH:12].[ClH:47].[N:1]12[CH2:2][CH2:3][CH2:4][N:5]=[C:6]1[CH2:7][CH2:8][CH2:9][CH2:10][CH2:11]2.[NH2:13][CH2:14][c:15]1[c:16]2[c:20]([cH:21][cH:22][cH:23]1)[C:19](=[O:24])[N:18]([CH:25]1[C:26](=[O:32])[NH:27][C:28](=[O:31])[CH2:29][CH2:30]1)[CH2:17]2.[O:59]=[CH:60][N:61]([CH3:62])[CH3:63]>>[NH:13]([CH2:14][c:15]1[c:16]2[c:20]([cH:21][cH:22][cH:23]1)[C:19](=[O:24])[N:18]([CH:25]1[C:26](=[O:32])[NH:27][C:28](=[O:31])[CH2:29][CH2:30]1)[CH2:17]2)[C:44]([CH2:43][CH2:42][CH2:41][NH:40][C:33](=[O:34])[O:35][C:36]([CH3:37])([CH3:38])[CH3:39])=[O:45]. Reactants: C, CCO, [Pd], CCOC(=O)C(=Cc1cccc2ccccc12)CCCOC1CCCCO1. Yields the product CCOC(=O)C(CCCOC1CCCCO1)Cc1cccc2ccccc12. RXN SMILES: [C:31].[CH3:28][CH2:29][OH:30].[Pd:32].[c:1]1([CH:11]=[C:12]([C:13](=[O:14])[O:15][CH2:16][CH3:17])[CH2:18][CH2:19][CH2:20][O:21][CH:22]2[O:23][CH2:24][CH2:25][CH2:26][CH2:27]2)[cH:2][cH:3][cH:4][c:5]2[cH:6][cH:7][cH:8][cH:9][c:10]12>>[c:1]1([CH2:11][CH:12]([C:13](=[O:14])[O:15][CH2:16][CH3:17])[CH2:18][CH2:19][CH2:20][O:21][CH:22]2[O:23][CH2:24][CH2:25][CH2:26][CH2:27]2)[cH:2][cH:3][cH:4][c:5]2[cH:6][cH:7][cH:8][cH:9][c:10]12. Starting materials: C(C)(C)(C)OC(NC(=N)C=1SC(=C(C1)S(=O)(=O)C1=CC(=CC=C1)Br)SC)=O ({[4-(3-Bromo-benzenesulfonyl)-5-methylsulfanyl-thiophen-2-yl]-imino-methyl}-carbamic acid tert-butyl ester), C(=O)(C(F)(F)F)O.C(Cl)Cl (TFA DCM), C(C)(C)(C)OC(COCC1=CC(=C(C=C1)C)B1OC(C(O1)(C)C)(C)C)=O ([4-methyl-3-(4,4,5,5-tetramethyl-[1,3,2]dioxaborolan-2-yl)-benzyloxy]-acetic acid tert-butyl ester), C(=O)([O-])[O-].[Na+].[Na+] (Na2CO3). The reagents and catalysts are C=1C=CC(=CC1)[P](C=2C=CC=CC2)(C=3C=CC=CC3)[Pd]([P](C=4C=CC=CC4)(C=5C=CC=CC5)C=6C=CC=CC6)([P](C=7C=CC=CC7)(C=8C=CC=CC8)C=9C=CC=CC9)[P](C=1C=CC=CC1)(C=1C=CC=CC1)C=1C=CC=CC1 (Pd(PPh3)4). Run in C(C)O (ethanol), C1(=CC=CC=C1)C (toluene). Yields the product FC(C(=O)O)(F)F.C(N)(=N)C1=CC(=C(S1)SC)S(=O)(=O)C=1C=C(C=CC1)C1=C(C=CC=C1C)COCC(=O)O ([3′-(5-Carbamimidoyl-2-methylsulfanyl-thiophene-3-sulfonyl)-6-methyl-biphenyl-2-ylmethoxy]-acetic acid trifluoroacetate). Isolated yield 38.0%. As a reaction SMILES: C(OC(=O)[NH:7][C:8]([C:10]1[S:11][C:12]([S:25][CH3:26])=[C:13]([S:15]([C:18]2[CH:23]=[CH:22][CH:21]=[C:20](Br)[CH:19]=2)(=[O:17])=[O:16])[CH:14]=1)=[NH:9])(C)(C)C.C([O:32][C:33](=[O:53])[CH2:34][O:35][CH2:36][C:37]1[CH:42]=[CH:41][C:40](C)=[C:39](B2OC(C)(C)C(C)(C)O2)[CH:38]=1)(C)(C)C.[C:54]([O-])([O-])=O.[Na+].[Na+].[C:60]([OH:66])([C:62]([F:65])([F:64])[F:63])=[O:61].C(Cl)Cl>C1C=CC([P]([Pd]([P](C2C=CC=CC=2)(C2C=CC=CC=2)C2C=CC=CC=2)([P](C2C=CC=CC=2)(C2C=CC=CC=2)C2C=CC=CC=2)[P](C2C=CC=CC=2)(C2C=CC=CC=2)C2C=CC=CC=2)(C2C=CC=CC=2)C2C=CC=CC=2)=CC=1.C1(C)C=CC=CC=1.C(O)C>[F:63][C:62]([F:65])([F:64])[C:60]([OH:66])=[O:61].[C:8]([C:10]1[S:11][C:12]([S:25][CH3:26])=[C:13]([S:15]([C:18]2[CH:19]=[C:20]([C:38]3[C:39]([CH3:54])=[CH:40][CH:41]=[CH:42][C:37]=3[CH2:36][O:35][CH2:34][C:33]([OH:32])=[O:53])[CH:21]=[CH:22][CH:23]=2)(=[O:17])=[O:16])[CH:14]=1)(=[NH:9])[NH2:7] |f:2.3.4,5.6,10.11,^1:73,75,94,113|. Procedure details: The procedure used in Example 1: step c was followed using {[4-(3-bromo-benzenesulfonyl)-5-methylsulfanyl-thiophen-2-yl]-imino-methyl}-carbamic acid tert-butyl ester ((Example 27: step c) (239 mg, 0.24 mmol)), [4-methyl-3-(4,4,5,5-tetramethyl-[1,3,2]dioxaborolan-2-yl)-benzyloxy]-acetic acid tert-butyl ester ((Example 300: step c) 530 mg, 1.46 mmol), Na2CO3 (2M, 3 μL, 6 mmol), Pd(PPh3)4 (70 mg, 0.06 mmol), ethanol (3 mL) and toluene (6 mL). Analogous aqueous workup yielded 629 mg of crude materia... Starting materials: Brc1ncc(Br)n2ncnc12, CC(C)(C)[O-], Cc1ccccc1, O=C(C=Cc1ccccc1)C=Cc1ccccc1, [Na+], Nc1nc(CN2CCOCC2)cs1, [Pd]. The product is Brc1cnc(Nc2nc(CN3CCOCC3)cs2)c2ncnn12. RXN SMILES: [Br:1][c:2]1[cH:3][n:4][c:5]([Br:11])[c:6]2[n:7]1[n:8][cH:9][n:10]2.[CH3:25][C:26]([CH3:27])([O-:28])[CH3:29].[CH3:31][c:32]1[cH:33][cH:34][cH:35][cH:36][cH:37]1.[CH:38](=[CH:39][C:40]([CH:41]=[CH:42][c:43]1[cH:44][cH:45][cH:46][cH:47][cH:48]1)=[O:49])[c:50]1[cH:51][cH:52][cH:53][cH:54][cH:55]1.[Na+:30].[O:12]1[CH2:13][CH2:14][N:15]([CH2:18][c:19]2[n:20][c:21]([NH2:24])[s:22][cH:23]2)[CH2:16][CH2:17]1.[Pd:56]>>[Br:1][c:2]1[cH:3][n:4][c:5]([NH:24][c:21]2[n:20][c:19]([CH2:18][N:15]3[CH2:14][CH2:13][O:12][CH2:17][CH2:16]3)[cH:23][s:22]2)[c:6]2[n:7]1[n:8][cH:9][n:10]2. The reactants are C[Si](C)(C)CCOCn1cc(Cl)c2nc(N=C(c3ccccc3)c3ccccc3)cnc21, CC(=O)[O-], CO, Cl, NO, [Na+]. Yields the product C[Si](C)(C)CCOCn1cc(Cl)c2nc(N)cnc21. As a reaction SMILES: [C:1]([c:2]1[cH:3][cH:4][cH:5][cH:6][cH:7]1)([c:8]1[cH:9][cH:10][cH:11][cH:12][cH:13]1)=[N:14][c:15]1[n:16][c:17]2[c:18]([n:19][cH:20]1)[n:21]([CH2:25][O:26][CH2:27][CH2:28][Si:29]([CH3:30])([CH3:31])[CH3:32])[cH:22][c:23]2[Cl:24].[C:33]([O-:34])(=[O:35])[CH3:36].[CH3:41][OH:42].[ClH:40].[NH2:38][OH:39].[Na+:37]>>[NH2:14][c:15]1[n:16][c:17]2[c:18]([n:19][cH:20]1)[n:21]([CH2:25][O:26][CH2:27][CH2:28][Si:29]([CH3:30])([CH3:31])[CH3:32])[cH:22][c:23]2[Cl:24]. Reactants: OCC1=CC=CC(=N1)C(=O)O (6-hydroxymethyl-pyridine-2-carboxylic acid), [H-].[Na+] (NaH), oil, CI (methyl iodide). Run in C1CCOC1 (THF), CCOC(=O)C (EtOAc). Conditions: temperature 0 celsius, time 1 hour. The product is COCC1=CC=CC(=N1)C(=O)O (6-Methoxymethyl-pyridine-2-carboxylic acid). As a reaction SMILES: [OH:1][CH2:2][C:3]1[N:8]=[C:7]([C:9]([OH:11])=[O:10])[CH:6]=[CH:5][CH:4]=1.[H-].[Na+].[CH3:14]I>C1COCC1.CCOC(C)=O>[CH3:14][O:1][CH2:2][C:3]1[N:8]=[C:7]([C:9]([OH:11])=[O:10])[CH:6]=[CH:5][CH:4]=1 |f:1.2|. Procedure details: To a stirred solution of 300 mg (1.96 mmol) 6-hydroxymethyl-pyridine-2-carboxylic acid in 20 mL THF was added 188 mg (4.31 mmol) NaH in mineral oil (55%) at 0° C. After gas formation ceased, 310 μL (4.90 mmol) methyl iodide was added dropwise, then the mixture was stirred for 1 h at 0° C. and for 1 h at RT. The reaction mixture was diluted with EtOAc, extracted with water, washed with brine, dried over sodium sulfate, filtered and concentrated in vacuo. Starting materials: C(C)(=O)OC(C)=O (acetic anhydride), N1C=CC2=CC=C3C(=C12)C=CC=N3 (pyridoindole), N1=CC=CC=C1 (pyridine). Run at time 18 hour. Product: C(C)(=O)OCC1CC=2N(C3=CC=CC=C3C2)CC1 (8-(acetoxymethyl)-6,7,8,9-tetrahydropyrido[1,2-a]indole). RXN SMILES: [C:1]([O:4][C:5](=O)C)(=[O:3])[CH3:2].[NH:8]1[C:16]2[C:11](=[CH:12][CH:13]=[C:14]3N=CC=C[C:15]3=2)[CH:10]=[CH:9]1.N1[CH:26]=[CH:25][CH:24]=[CH:23]C=1>>[C:1]([O:4][CH2:5][CH:25]1[CH2:24][CH2:23][N:8]2[C:16]3[C:11]([CH:10]=[C:9]2[CH2:26]1)=[CH:12][CH:13]=[CH:14][CH:15]=3)(=[O:3])[CH3:2]. Procedure: 11.4 g of acetic anhydride were added to a solution of 11.0 g of the pyridoindole from c) in 100 ml of pyridine and the resulting solution was stirred under a nitrogen atmosphere for 18 hours. The majority of the pyridine was removed by evaporation and the residue was acidified with 2M hydrochloric acid. The mixture was extracted with diethyl ether and the combined extracts were washed with sodium bicarbonate solution and with water. The extracts were dried and evaporated to dryness to give 11.2...